From a dataset of the Open Reaction Database (ORD), a public repository of structured organic reaction records. describe an organic reaction: reactants, conditions, products, and yield Starting materials: CO, CCO, O=[N+]([O-])c1cc(Cl)c(Cl)cc1NCCO, [H][H], c1ccsc1. Product: Nc1cc(Cl)c(Cl)cc1NCCO. RXN SMILES: [CH3:26][OH:27].[CH3:6][CH2:7][OH:8].[Cl:9][c:10]1[cH:11][c:12]([N+:21]([O-:22])=[O:23])[c:13]([NH:17][CH2:18][CH2:19][OH:20])[cH:14][c:15]1[Cl:16].[H:24][H:25].[cH:1]1[cH:2][s:3][cH:4][cH:5]1>>[Cl:9][c:10]1[cH:11][c:12]([NH2:21])[c:13]([NH:17][CH2:18][CH2:19][OH:20])[cH:14][c:15]1[Cl:16]. Starting materials: CCOP(=O)(CP(=O)(OCC)OCC)OCC, COc1cc(COc2nn(-c3ccccc3)cc2C=O)ccc1OCc1nc(N2CCOCC2)sc1C, CN(C)C=O, [H-], [Na+], O. Yields the product CCOP(=O)(C=Cc1cn(-c2ccccc2)nc1OCc1ccc(OCc2nc(N3CCOCC3)sc2C)c(OC)c1)OCC. Reaction SMILES: [CH2:38]([P:39](=[O:40])([O:41][CH2:42][CH3:43])[O:44][CH2:45][CH3:46])[P:47]([O:48][CH2:49][CH3:50])([O:51][CH2:52][CH3:53])=[O:54].[CH3:1][O:2][c:3]1[cH:4][c:5]([CH2:6][O:7][c:8]2[n:9][n:10](-[c:15]3[cH:16][cH:17][cH:18][cH:19][cH:20]3)[cH:11][c:12]2[CH:13]=[O:14])[cH:21][cH:22][c:23]1[O:24][CH2:25][c:26]1[n:27][c:28]([N:32]2[CH2:33][CH2:34][O:35][CH2:36][CH2:37]2)[s:29][c:30]1[CH3:31].[CH3:55][N:56]([CH3:57])[CH:58]=[O:59].[H-:60].[Na+:61].[OH2:62]>>[CH3:1][O:2][c:3]1[cH:4][c:5]([CH2:6][O:7][c:8]2[n:9][n:10](-[c:15]3[cH:16][cH:17][cH:18][cH:19][cH:20]3)[cH:11][c:12]2[CH:13]=[CH:38][P:47]([O:48][CH2:49][CH3:50])([O:51][CH2:52][CH3:53])=[O:54])[cH:21][cH:22][c:23]1[O:24][CH2:25][c:26]1[n:27][c:28]([N:32]2[CH2:33][CH2:34][O:35][CH2:36][CH2:37]2)[s:29][c:30]1[CH3:31].